Dataset: the Open Reaction Database (ORD), a public repository of structured organic reaction records. Task: describe an organic reaction: reactants, conditions, products, and yield Reaction SMILES: [C:1]([C:3]1[CH:8]=[CH:7][C:6]([N:9]2[CH2:14][CH2:13][CH2:12][C@H:11]([NH:15][C@@H:16]3[CH2:21][CH2:20][CH2:19][CH2:18][C@H:17]3[NH:22]C(=O)CC3C4C(=CC=CC=4)N(C)C=3)[CH2:10]2)=[CH:5][CH:4]=1)#[N:2].[C:36](Cl)(=[O:46])[O:37][CH2:38][CH2:39][C:40]1[CH:45]=[CH:44][CH:43]=[CH:42][CH:41]=1>>[C:1]([C:3]1[CH:8]=[CH:7][C:6]([N:9]2[CH2:14][CH2:13][CH2:12][C@H:11]([NH:15][C@@H:16]3[CH2:21][CH2:20][CH2:19][CH2:18][C@H:17]3[NH:22][C:36](=[O:46])[O:37][CH2:38][CH2:39][C:40]3[CH:45]=[CH:44][CH:43]=[CH:42][CH:41]=3)[CH2:10]2)=[CH:5][CH:4]=1)#[N:2]. Isolated yield 80.4%. Reported procedure: Phenethyl(1R,2R)-2-((S)-1-(4-cyanophenyl)piperidin-3-ylamino)cyclohexylcarbamate was synthesized using 4-((S)-3-((1R,2R)-2-aminocyclohexylamino)piperidin-1-yl)benzonitrile (from intermediate D, Example 10) (50 mg, 0.17 mmol) and phenethyl carbonochloridate (52.9 mg, 0.18 mmol) according to General Procedure H to give 60 mg (80.4%) of pale yellow solid. Anal. Calcd. for C27H34N4O2 m/z 446.3, found: 447.2 (M+H)+; 1H NMR (400 MHz, DMSO-d6) δ ppm 7.54 (d, J=9 Hz, 2H), 7.24 (m, 5H), 6.98 (d, J=7 Hz, ... The product is C(#N)C1=CC=C(C=C1)N1C[C@H](CCC1)N[C@H]1[C@@H](CCCC1)NC(OCCC1=CC=CC=C1)=O (Phenethyl(1R,2R)-2-((S)-1-(4-cyanophenyl)piperidin-3-ylamino)cyclohexylcarbamate), pale yellow solid. Starting materials: C(OCCC1=CC=CC=C1)(=O)Cl (phenethyl carbonochloridate), C(#N)C1=CC=C(C=C1)N1C[C@H](CCC1)N[C@H]1[C@@H](CCCC1)NC(CC1=CN(C2=CC=CC=C12)C)=O (N-((1R,2R)-2-((S)-1-(4-Cyanophenyl)piperidin-3-ylamino)cyclohexyl)-2-(1-methyl-1H-indol-3-yl)acetamide), C(#N)C1=CC=C(C=C1)N1C[C@H](CCC1)N[C@H]1[C@@H](CCCC1)NC(CC1=CN(C2=CC=CC=C12)C)=O (N-((1R,2R)-2-((S)-1-(4-Cyanophenyl)piperidin-3-ylamino)cyclohexyl)-2-(1-methyl-1H-indol-3-yl)acetamide). The reactants are ice water, C(CCCCCCCCCCC)C1=CC=C(C=C1)O (4-dodecylphenol), C(CCCCCCCCCCC)C1=CC=C(C=C1)O (4-dodecylphenol), [N+](=O)(O)[O-] (nitric acid). Solvent: C(C)(=O)O (acetic acid). The product is C(CCCCCCCCCCC)C1=CC(=C(C=C1)O)[N+](=O)[O-] (4-dodecyl-2-nitrophenol). Reaction SMILES: [CH2:1]([C:13]1[CH:18]=[CH:17][C:16]([OH:19])=[CH:15][CH:14]=1)[CH2:2][CH2:3][CH2:4][CH2:5][CH2:6][CH2:7][CH2:8][CH2:9][CH2:10][CH2:11][CH3:12].[N+:20]([O-])([OH:22])=[O:21]>C(O)(=O)C>[CH2:1]([C:13]1[CH:14]=[CH:15][C:16]([OH:19])=[C:17]([N+:20]([O-:22])=[O:21])[CH:18]=1)[CH2:2][CH2:3][CH2:4][CH2:5][CH2:6][CH2:7][CH2:8][CH2:9][CH2:10][CH2:11][CH3:12]. Procedure: 7.5 g of the 4-dodecylphenol obtained in (1) above was dissolved in 25 ml of acetic acid and 12.6 ml of 30% aqueous nitric acid solution was dropwise added slowly to the resulting solution, and then the resulting mixture was subjected to reaction at about 10° C. for one hour. The reaction mixture was added to 35 g of ice water and the extraction with 35 ml of diethyl ether was conducted three times. The diethyl ether layer thus obtained was washed with 35 ml of 5% aqueous NaHCO3 solution, and th...